The task is: describe an organic reaction: reactants, conditions, products, and yield. This data is from the Open Reaction Database (ORD), a public repository of structured organic reaction records. Reactants: COC(=O)C=1OC(=C(C1)COC1=CC=C(C=C1)I)C (4-(4-Iodo-phenoxymethyl)-5-methyl-furan-2-carboxylic acid methyl ester), FC=1C=C(C=CC1)B(O)O ((3-fluoro-phenyl)-boronic acid). Yields the product FC=1C=C(C=CC1)C1=CC=C(C=C1)OCC=1C=C(OC1C)C(=O)O (4-(3′-Fluoro-biphenyl-4-yloxymethyl)-5-methyl-furan-2-carboxylic acid). RXN SMILES: C[O:2][C:3]([C:5]1[O:6][C:7]([CH3:19])=[C:8]([CH2:10][O:11][C:12]2[CH:17]=[CH:16][C:15](I)=[CH:14][CH:13]=2)[CH:9]=1)=[O:4].[F:20][C:21]1[CH:22]=[C:23](B(O)O)[CH:24]=[CH:25][CH:26]=1>>[F:20][C:21]1[CH:26]=[C:25]([C:15]2[CH:16]=[CH:17][C:12]([O:11][CH2:10][C:8]3[CH:9]=[C:5]([C:3]([OH:2])=[O:4])[O:6][C:7]=3[CH3:19])=[CH:13][CH:14]=2)[CH:24]=[CH:23][CH:22]=1. Reported procedure: Compound (104) was prepared from compound (20) and (3-fluoro-phenyl)-boronic acid by adapting the procedure of Example 5(b). LC/MS System B; Rt=1.83 mins, m/z (ES−)=325 (M−H for C19H15FO4). Starting materials: CO, COC(=O)Cc1c(C)nn(-c2cccnc2)c1-c1cccc(Cl)c1, [Na+], [OH-]. Product: Cc1nn(-c2cccnc2)c(-c2cccc(Cl)c2)c1CC(=O)O. Reaction SMILES: [CH3:27][OH:28].[Cl:3][c:4]1[cH:5][c:6](-[c:10]2[c:11]([CH2:22][C:23](=[O:24])[O:25][CH3:26])[c:12]([CH3:21])[n:13][n:14]2-[c:15]2[cH:16][n:17][cH:18][cH:19][cH:20]2)[cH:7][cH:8][cH:9]1.[Na+:2].[OH-:1]>>[Cl:3][c:4]1[cH:5][c:6](-[c:10]2[c:11]([CH2:22][C:23](=[O:24])[OH:25])[c:12]([CH3:21])[n:13][n:14]2-[c:15]2[cH:16][n:17][cH:18][cH:19][cH:20]2)[cH:7][cH:8][cH:9]1. The reactants are ( A ), CN1CCNCCC1 (1-methylhomopiperazine), C1(CC1)NC(=O)C=1C=CC(=C(C1)NC(C1=C(C=CC(=C1)F)[N+](=O)[O-])=O)C (N-{5-[(cyclopropylamino)carbonyl]-2-methylphenyl}-5-fluoro-2-nitrobenzamide). The product is C1(CC1)NC(=O)C=1C=CC(=C(C1)NC(C1=C(C=CC(=C1)N1CCN(CCC1)C)[N+](=O)[O-])=O)C (N-{5-[(cyclopropylamino)carbonyl]-2-methylphenyl}-5-(4-methyl-1,4-diazepan-1-yl)-2-nitrobenzamide). RXN SMILES: [CH3:1][N:2]1[CH2:8][CH2:7][CH2:6][NH:5][CH2:4][CH2:3]1.[CH:9]1([NH:12][C:13]([C:15]2[CH:16]=[CH:17][C:18]([CH3:34])=[C:19]([NH:21][C:22](=[O:33])[C:23]3[CH:28]=[C:27](F)[CH:26]=[CH:25][C:24]=3[N+:30]([O-:32])=[O:31])[CH:20]=2)=[O:14])[CH2:11][CH2:10]1>>[CH:9]1([NH:12][C:13]([C:15]2[CH:16]=[CH:17][C:18]([CH3:34])=[C:19]([NH:21][C:22](=[O:33])[C:23]3[CH:28]=[C:27]([N:5]4[CH2:6][CH2:7][CH2:8][N:2]([CH3:1])[CH2:3][CH2:4]4)[CH:26]=[CH:25][C:24]=3[N+:30]([O-:32])=[O:31])[CH:20]=2)=[O:14])[CH2:11][CH2:10]1. Procedure details: Using an analogous procedure to that described paragraph (A) in the portion of Example 13 which is concerned with the preparation of starting materials 1-methylhomopiperazine was reacted with N-{5-[(cyclopropylamino)carbonyl]-2-methylphenyl}-5-fluoro-2-nitrobenzamide to give N-{5-[(cyclopropylamino)carbonyl]-2-methylphenyl}-5-(4-methyl-1,4-diazepan-1-yl)-2-nitrobenzamide; NMR Spectrum: (DMSOd6) 0.56 (m, 2H), 0.67 (m, 2H), 1.91 (m, 2H), 2.26 (s, 3H), 2.29 (s, 3H), 2.44 (m, 2H), 2.64 (m, 2H), 2.82... Starting materials: [Mg] (magnesium), BrC1=CC2=CC=C(C=C2C=C1)OC (2-bromo-6-methoxynaphthalene), N1C=NC(=C1)C(C(C)C)=O (1-(1H-imidazol-4-yl)-2-methyl-1-propanone), C(O)([O-])=O.[Na+] (sodium hydrogencarbonate). The reagents and catalysts are II (Iodine). The solvent is C1CCOC1 (THF), C1CCOC1 (THF), C1CCOC1 (THF), O (water). Yields the product N1C=NC(=C1)C(C(C)C)(O)C1=CC2=CC=C(C=C2C=C1)OC (1-(1H-imidazol-4-yl)-1-(6-methoxynaphthalen-2-yl)-2-methylpropanol). Isolated yield 83.9%. RXN SMILES: [Mg].Br[C:3]1[CH:12]=[CH:11][C:10]2[C:5](=[CH:6][CH:7]=[C:8]([O:13][CH3:14])[CH:9]=2)[CH:4]=1.[NH:15]1[CH:19]=[C:18]([C:20](=[O:24])[CH:21]([CH3:23])[CH3:22])[N:17]=[CH:16]1.C(=O)([O-])O.[Na+]>C1COCC1.II.O>[NH:15]1[CH:19]=[C:18]([C:20]([C:3]2[CH:12]=[CH:11][C:10]3[C:5](=[CH:6][CH:7]=[C:8]([O:13][CH3:14])[CH:9]=3)[CH:4]=2)([OH:24])[CH:21]([CH3:23])[CH3:22])[N:17]=[CH:16]1 |f:3.4|. Reported procedure: THF (14 ml) was added to magnesium (0.55 g, 22.4 mmol) under a nitrogen atmosphere. Iodine (3 mg) was added and the mixture was stirred. While keeping the mixture at not higher than 50° C., a solution of 2-bromo-6-methoxynaphthalene (5.15 g, 21.7 mmol.) in THF (12 ml) was added dropwise, and the mixture was stirred at 15 to 25° C. for 1.5 h. A solution of 1-(1H-imidazol-4-yl)-2-methyl-1-propanone (1 g, 7.24 mmol) in THF (5 ml) was added dropwise at −20° C., and the mixture was stirred at 15 to 2... Starting materials: CC(=O)O[BH-](OC(C)=O)OC(C)=O, CO, ClCCl, Cl, Cl, NC1CCN(CC2Cn3c(=O)ccc4ccc(=O)n2c43)CC1, [Na+], [Na+], [Na+], [Na+], O=C([O-])O, O=S(=O)([O-])[O-], O=Cc1ccc2ccc(=O)oc2c1. Product: O=c1ccc2ccc(CNC3CCN(CC4Cn5c(=O)ccc6ccc(=O)n4c65)CC3)cc2o1. RXN SMILES: [C:50]([O:51][BH-:52]([O:53][C:54](=[O:55])[CH3:56])[O:57][C:58](=[O:59])[CH3:60])(=[O:61])[CH3:62].[CH3:67][OH:68].[Cl:64][CH2:65][Cl:66].[ClH:1].[ClH:2].[NH2:3][CH:4]1[CH2:5][CH2:6][N:7]([CH2:10][CH:11]2[CH2:12][n:13]3[c:14](=[O:24])[cH:15][cH:16][c:17]4[cH:18][cH:19][c:20](=[O:23])[n:21]2[c:22]34)[CH2:8][CH2:9]1.[Na+:42].[Na+:43].[Na+:44].[Na+:63].[O-:38][C:39]([OH:40])=[O:41].[O-:45][S:46](=[O:47])(=[O:48])[O-:49].[O:25]=[c:26]1[o:27][c:28]2[cH:29][c:30]([CH:36]=[O:37])[cH:31][cH:32][c:33]2[cH:34][cH:35]1>>[NH:3]([CH:4]1[CH2:5][CH2:6][N:7]([CH2:10][CH:11]2[CH2:12][n:13]3[c:14](=[O:24])[cH:15][cH:16][c:17]4[cH:18][cH:19][c:20](=[O:23])[n:21]2[c:22]34)[CH2:8][CH2:9]1)[CH2:36][c:30]1[cH:29][c:28]2[o:27][c:26](=[O:25])[cH:35][cH:34][c:33]2[cH:32][cH:31]1. The reactants are ClC1=NC=C(C(=N1)N)C (2-chloro-5-methylpyrimidin-4-amine), C(=O)([O-])[O-].[K+].[K+] (K2CO3), BrCC1=C(C=CC(=C1)S(=O)(=O)C)OC (2-(Bromomethyl)-1-methoxy-4-(methylsulfonyl)benzene). Solvent: C(C)#N (acetonitrile). Conditions: temperature 100 celsius. Yields the product ClC1=NC=C(C(=N1)NCC1=C(C=CC(=C1)S(=O)(=O)C)OC)C (2-chloro-N-(2-methoxy-5-(methylsulfonyl)benzyl)-5-methylpyrimidin-4-amine). Reaction SMILES: Br[CH2:2][C:3]1[CH:8]=[C:7]([S:9]([CH3:12])(=[O:11])=[O:10])[CH:6]=[CH:5][C:4]=1[O:13][CH3:14].[Cl:15][C:16]1[N:21]=[C:20]([NH2:22])[C:19]([CH3:23])=[CH:18][N:17]=1.C([O-])([O-])=O.[K+].[K+]>C(#N)C>[Cl:15][C:16]1[N:21]=[C:20]([NH:22][CH2:2][C:3]2[CH:8]=[C:7]([S:9]([CH3:12])(=[O:11])=[O:10])[CH:6]=[CH:5][C:4]=2[O:13][CH3:14])[C:19]([CH3:23])=[CH:18][N:17]=1 |f:2.3.4|. Procedure: 2-(Bromomethyl)-1-methoxy-4-(methylsulfonyl)benzene VI-1 (1 g, 3.6 mmol, prepared by Procedure H) was added to a stirred solution of 2-chloro-5-methylpyrimidin-4-amine (1 g, 6.9 mmol) and K2CO3 (1 g, 7.2 mmol) in acetonitrile (10 mL) and heated overnight at 100° C. The mixture was filtered, concentrated in vacuo and purified by flash chromatography (ethyl acetate/petrol) to afford 2-chloro-N-(2-methoxy-5-(methylsulfonyl)benzyl)-5-methylpyrimidin-4-amine as a yellow solid. LC-MS (Method C) RT=0.9... Reactants: C(#N)[BH3-].[Na+] (Sodium cyanoborohydride), NC1=C(C(=O)NCC(=O)NCC2CCNCC2)C=C(C=C1)Cl (4-[(N-(2-amino-5-chlorobenzoyl)glycyl)aminomethyl]piperidine), C(C)OC1=CC=C(C=O)C=C1 (4-ethoxybenzaldehyde), C(C)(=O)O (acetic acid). Solvent: CO (methanol), CO (methanol). Run at temperature 60 celsius, time 14 hour. The product is NC1=C(C(=O)NCC(=O)NCC2CCN(CC2)CC2=CC=C(C=C2)OCC)C=C(C=C1)Cl (4-[{N-(2-amino-5-chlorobenzoyl)glycyl}aminomethyl]-1-(4-ethoxybenzyl)piperidine). Reaction SMILES: C([BH3-])#N.[Na+].[NH2:5][C:6]1[CH:25]=[CH:24][C:23]([Cl:26])=[CH:22][C:7]=1[C:8]([NH:10][CH2:11][C:12]([NH:14][CH2:15][CH:16]1[CH2:21][CH2:20][NH:19][CH2:18][CH2:17]1)=[O:13])=[O:9].[CH2:27]([O:29][C:30]1[CH:37]=[CH:36][C:33]([CH:34]=O)=[CH:32][CH:31]=1)[CH3:28].C(O)(=O)C>CO>[NH2:5][C:6]1[CH:25]=[CH:24][C:23]([Cl:26])=[CH:22][C:7]=1[C:8]([NH:10][CH2:11][C:12]([NH:14][CH2:15][CH:16]1[CH2:17][CH2:18][N:19]([CH2:34][C:33]2[CH:36]=[CH:37][C:30]([O:29][CH2:27][CH3:28])=[CH:31][CH:32]=2)[CH2:20][CH2:21]1)=[O:13])=[O:9] |f:0.1|. Procedure: Sodium cyanoborohydride (140 mmol) in methanol (0.4 mL) was added to a mixture of 4-[(N-(2-amino-5-chlorobenzoyl)glycyl)aminomethyl]piperidine (0.10 mmol), 4-ethoxybenzaldehyde (0.10 mmol), acetic acid (0.050 mL), and methanol (1.6 mL). The reaction mixture was stirred at 60° C. for 14 h. The reaction mixture was loaded onto Varian™ SCX column and washed with CH3OH (20 mL). Product was eluted using 2 N NH3 in CH3OH (6 mL) and concentrated. Preparative TLC (SiO2, AcOEt/CH3OH 5:1) afforded 4-[{N-(...